Dataset: the Open Reaction Database (ORD), a public repository of structured organic reaction records. Task: describe an organic reaction: reactants, conditions, products, and yield Starting materials: O=C1CCC(=O)N1Br, O=C([O-])O, CCOC(=O)C=C1c2ccc(F)cc2OCc2c(F)cccc21, CC(=O)[O-], CO, CC#N, [Li+], [Na+], [Na+], [Na+], [Na+], [OH-], O, O=S([O-])([O-])=S. Product: Fc1ccc2c(c1)OCc1c(F)cccc1C2=CBr. As a reaction SMILES: [Br:31][N:32]1[C:33](=[O:34])[CH2:35][CH2:36][C:37]1=[O:38].[C:46](=[O:47])([OH:48])[O-:49].[CH2:1]([O:2][C:3](=[O:4])[CH:5]=[C:6]1[c:7]2[c:8]([cH:18][c:19]([F:22])[cH:20][cH:21]2)[O:9][CH2:10][c:11]2[c:12]1[cH:13][cH:14][cH:15][c:16]2[F:17])[CH3:23].[CH3:27][C:28](=[O:29])[O-:30].[CH3:51][OH:52].[CH3:53][C:54]#[N:55].[Li+:26].[Na+:25].[Na+:44].[Na+:45].[Na+:50].[OH-:24].[OH2:56].[S:39]([O-:40])([O-:41])(=[O:42])=[S:43]>>[CH:5](=[C:6]1[c:7]2[c:8]([cH:18][c:19]([F:22])[cH:20][cH:21]2)[O:9][CH2:10][c:11]2[c:12]1[cH:13][cH:14][cH:15][c:16]2[F:17])[Br:31].